Dataset: the Open Reaction Database (ORD), a public repository of structured organic reaction records. Task: describe an organic reaction: reactants, conditions, products, and yield The reactants are NC1=NC=C(N=C1CC1=CC=CC=C1)C1=CC=C(C=C1)O (2-amino-3-benzyl-5-(4-hydroxyphenyl)pyrazine), C([O-])(O)=O.[Na+] (sodium bicarbonate), C(Cl)(Cl)Cl (chloroform), C(C)(=O)Cl (acetyl chloride). The solvent is N1=CC=CC=C1 (pyridine). Product: C(C)(=O)OC1=CC=C(C=C1)C=1N=C(C(=NC1)NC(C)=O)CC1=CC=CC=C1 (5-(4-acetoxyphenyl)-2-acetylamino-3-benzylpyrazine). Yield: 57.8%. As a reaction SMILES: [NH2:1][C:2]1[C:7]([CH2:8][C:9]2[CH:14]=[CH:13][CH:12]=[CH:11][CH:10]=2)=[N:6][C:5]([C:15]2[CH:20]=[CH:19][C:18]([OH:21])=[CH:17][CH:16]=2)=[CH:4][N:3]=1.[CH:22](Cl)(Cl)Cl.[C:26](Cl)(=[O:28])[CH3:27].[C:30](=[O:33])(O)[O-].[Na+]>N1C=CC=CC=1>[C:26]([O:21][C:18]1[CH:17]=[CH:16][C:15]([C:5]2[N:6]=[C:7]([CH2:8][C:9]3[CH:10]=[CH:11][CH:12]=[CH:13][CH:14]=3)[C:2]([NH:1][C:30](=[O:33])[CH3:22])=[N:3][CH:4]=2)=[CH:20][CH:19]=1)(=[O:28])[CH3:27] |f:3.4|. Procedure: Under an argon atmosphere, 2-amino-3-benzyl-5-(4-hydroxyphenyl)pyrazine (coelenteramine) (c-5) (prepared by the method described in Adamczyk, M. et al., Org. Prep. Proced. Int., 33, 477-485 (2001)) (471 mg, 1.70 mmol) was dissolved in pyridine (3.6 mL) and chloroform (9 mL) and cooled to 0° C. To this was added acetyl chloride (910 μL, 12.8 mmol) and stirred for an hour after warming to room temperature. To this was added saturated aqueous solution of sodium bicarbonate to stop the reaction and ...